This data is from the Open Reaction Database (ORD), a public repository of structured organic reaction records. The task is: describe an organic reaction: reactants, conditions, products, and yield Reactants: OOS(=O)[O-].[K+] (Oxone), OS(=O)(=O)[O-].[K+] (KHSO4), CSCCNC(C(F)(F)F)=O (N-(2-methylthioethyl)trifluoroacetamide), CO (methanol). Run in O (water). Conditions: time 24 hour. The product is CS(=O)(=O)CCNC(C(F)(F)F)=O (N-(2-Methylsulphonylethyl)-trifluoroacetamide). Isolated yield 52.0%. As a reaction SMILES: CS[CH2:3][CH2:4][NH:5][C:6](=[O:11])[C:7]([F:10])([F:9])[F:8].O[O:13][S:14]([O-:16])=O.[K+].OS([O-])(=O)=O.[K+].[CH3:24]O>O>[CH3:24][S:14]([CH2:3][CH2:4][NH:5][C:6](=[O:11])[C:7]([F:10])([F:9])[F:8])(=[O:16])=[O:13] |f:1.2,3.4|. Reported procedure: A solution of N-(2-methylthioethyl)trifluoroacetamide (19.0 g, 109.7 mmol) in methanol (200 ml) was cooled to 0° C. using an ice bath. A suspension of Oxone™ (2KHSO5.KHSO4.K2SO4) (74.19 g, 120.67 mmol) in water (100 ml) was added portionwise over 10 minutes, and the reaction was stirred at room temperature for 24 hours. The methanol was removed in vacuo, water (600 ml) was added and the mixture was extracted with dichloromethane (3×300 ml). The combined extracts were dried (MgSO4), and concentra...